From a dataset of the Open Reaction Database (ORD), a public repository of structured organic reaction records. describe an organic reaction: reactants, conditions, products, and yield The reactants are C=CC(=O)OCC, COC(=O)CC(=O)OC, C1CCOC1, [H-], [Na+]. Product: CCOC(=O)CCC(C(=O)OC)C(=O)OC. Reaction SMILES: [C:12]([CH:13]=[CH2:14])(=[O:15])[O:16][CH2:17][CH3:18].[C:1]([CH2:2][C:3](=[O:4])[O:5][CH3:6])(=[O:7])[O:8][CH3:9].[CH2:19]1[O:20][CH2:21][CH2:22][CH2:23]1.[H-:11].[Na+:10]>>[C:1]([CH:2]([C:3](=[O:4])[O:5][CH3:6])[CH2:14][CH2:13][C:12](=[O:15])[O:16][CH2:17][CH3:18])(=[O:7])[O:8][CH3:9]. Starting materials: COC(C1=CC(=C(C=C1)NC(=O)[C@H]1[C@@H]([C@@]2([C@@H](N1)CC(C)(C)C)C(NC1=CC(=CC=C12)Cl)=O)C1=C(C(=CC=C1)Cl)F)OC)=O (rac-4-{[(2′S,3′R,4′S,5′R)-6-chloro-4′-(3-chloro-2-fluoro-phenyl)-2′-(2,2-dimethyl-propyl)-2-oxo-1,2-dihydro-spiro[indole-3,3′-pyrrolidine]-5′-carbonyl]-amino}-3-methoxy-benzoic acid methyl ester), [OH-].[Na+] (NaOH), crude mixture. Solvent: CO (MeOH), C1CCOC1 (THF), O (water). Conditions: temperature 40 celsius, time 8 hour. Yields the product ClC1=CC=C2C(=C1)NC([C@@]21[C@@H](N[C@H]([C@@H]1C1=C(C(=CC=C1)Cl)F)C(=O)NC1=C(C=C(C(=O)O)C=C1)OC)CC(C)(C)C)=O (rac-4-{[(2′S,3′R,4′S,5′R)-6-chloro-4′-(3-chloro-2-fluoro-phenyl)-2′-(2,2-dimethyl-propyl)-2-oxo-1,2-dihydro-spiro[indole-3,3′-pyrrolidine]-5′-carbonyl]-amino}-3-methoxy-benzoic acid). Yield: 69.5%. As a reaction SMILES: C[O:2][C:3](=[O:43])[C:4]1[CH:9]=[CH:8][C:7]([NH:10][C:11]([C@@H:13]2[NH:17][C@@H:16]([CH2:18][C:19]([CH3:22])([CH3:21])[CH3:20])[C@:15]3([C:30]4[C:25](=[CH:26][C:27]([Cl:31])=[CH:28][CH:29]=4)[NH:24][C:23]3=[O:32])[C@H:14]2[C:33]2[CH:38]=[CH:37][CH:36]=[C:35]([Cl:39])[C:34]=2[F:40])=[O:12])=[C:6]([O:41][CH3:42])[CH:5]=1.[OH-].[Na+]>CO.C1COCC1.O>[Cl:31][C:27]1[CH:26]=[C:25]2[NH:24][C:23](=[O:32])[C@:15]3([C@@H:14]([C:33]4[CH:38]=[CH:37][CH:36]=[C:35]([Cl:39])[C:34]=4[F:40])[C@H:13]([C:11]([NH:10][C:7]4[CH:8]=[CH:9][C:4]([C:3]([OH:43])=[O:2])=[CH:5][C:6]=4[O:41][CH3:42])=[O:12])[NH:17][C@H:16]3[CH2:18][C:19]([CH3:21])([CH3:20])[CH3:22])[C:30]2=[CH:29][CH:28]=1 |f:1.2|. Procedure: To a solution of rac-4-{[(2′S,3′R,4′S,5′R)-6-chloro-4′-(3-chloro-2-fluoro-phenyl)-2′-(2,2-dimethyl-propyl)-2-oxo-1,2-dihydro-spiro[indole-3,3′-pyrrolidine]-5′-carbonyl]-amino}-3-methoxy-benzoic acid methyl ester (60 mg, 0.096 mmol) in MeOH (4 mL) and THF (6 mL) was added an aqueous solution (2 N) of NaOH (1.2 mL, 2.4 mmol). The reaction mixture was heated to 40° C. and stirred overnight. The crude mixture was diluted with water (5 mL), concentrated in vacuo to remove some organic solvent. The mi... Reactants: O (water), C(CC)N(C1=CC=NC=C1)N1C=CC=C1 (N-propyl-N-(1H-pyrrol-1-yl)-4-pyridinamine), ClN1C(CCC1=O)=O (N-chlorosuccinimide), ClN1C(CCC1=O)=O (N-chlorosuccinimide), C([O-])([O-])=O.[Na+].[Na+] (sodium carbonate). Solvent: O1CCCC1 (tetrahydrofuran). Run at time 3 hour. Yields the product Cl.ClC=1N(C=CC1)N(C1=CC=NC=C1)CCC (N-(2-Chloro-1H-pyrrol-1-yl)-N-propyl-4-pyridinamine hydrochloride). The yield is 50.3%. Reaction SMILES: [CH2:1]([N:4]([N:11]1[CH:15]=[CH:14][CH:13]=[CH:12]1)[C:5]1[CH:10]=[CH:9][N:8]=[CH:7][CH:6]=1)[CH2:2][CH3:3].[Cl:16]N1C(=O)CCC1=O.O.C(=O)([O-])[O-].[Na+].[Na+]>O1CCCC1>[ClH:16].[Cl:16][C:12]1[N:11]([N:4]([CH2:1][CH2:2][CH3:3])[C:5]2[CH:10]=[CH:9][N:8]=[CH:7][CH:6]=2)[CH:15]=[CH:14][CH:13]=1 |f:3.4.5,7.8|. Procedure details: To a solution of N-propyl-N-(1H-pyrrol-1-yl)-4-pyridinamine (11 g) in 250 ml of tetrahydrofuran, cooled with an ice bath, was added N-chlorosuccinimide (8 g) as a powder. The reaction mixture was warmed to ambient temperature and after sixteen hours additional N-chlorosuccinimide (1 g) was added. After stirring for additional three hours, the reaction mixture was stirred with cold water, basified with sodium carbonate and extracted with ethyl acetate. The organic extract was washed with water an... Starting materials: C(C)(C)OC(C)C (isopropyl ether), C(C1=CC=CC=C1)ON(S(=O)(=O)C1=CC=C(C=C1)C)CCBr (N-benzyloxy-N-(2-bromoethyl)-p-toluenesulfonamide), P(OCC)(OCC)OCC (triethyl phosphite), C(C)(=O)OCC (ethyl acetate). Solvent: O (water). Reaction conditions: temperature 160 celsius, time 10 hour. The product is C(C1=CC=CC=C1)ON(S(=O)(=O)C1=CC=C(C)C=C1)CCP(OCC)(OCC)=O (diethyl 2-(N-benzyloxy-N-tosylamino)ethylphosphonate). The yield is 57.0%. RXN SMILES: [CH2:1]([O:8][N:9]([CH2:20][CH2:21]Br)[S:10]([C:13]1[CH:18]=[CH:17][C:16]([CH3:19])=[CH:15][CH:14]=1)(=[O:12])=[O:11])[C:2]1[CH:7]=[CH:6][CH:5]=[CH:4][CH:3]=1.[P:23]([O:30]CC)([O:27][CH2:28][CH3:29])[O:24][CH2:25][CH3:26].C(OCC)(=O)C.C(OC(C)C)(C)C>O>[CH2:1]([O:8][N:9]([CH2:20][CH2:21][P:23](=[O:30])([O:27][CH2:28][CH3:29])[O:24][CH2:25][CH3:26])[S:10]([C:13]1[CH:18]=[CH:17][C:16]([CH3:19])=[CH:15][CH:14]=1)(=[O:12])=[O:11])[C:2]1[CH:7]=[CH:6][CH:5]=[CH:4][CH:3]=1. Procedure details: A mixture of N-benzyloxy-N-(2-bromoethyl)-p-toluenesulfonamide (16.2 g.) and triethyl phosphite (21.0 g.) was stirred at 160° C. for 10 hours and then cooled to ambient temperature. To the reaction mixture was added ethyl acetate and water. The ethyl acetate layer was separated, washed with water, dried over magnesium sulfate and concentrated under reduced pressure to give an oily residue (20.5 g.). A small volume of isopropyl ether was added to the residue to give crystals, which was separated ... The reactants are OC1=CC=CC=2C(CC(OC21)=CN2CCOCC2)=O (8-Hydroxy-2-(4-morpholinylmethylene)-4H-1-benzopyran-4-one), one, C([O-])([O-])=O.[K+].[K+] (potassium carbonate), C(C1=CC=CC=C1)Br (benzyl bromide). Solvent: C(C)#N (acetonitrile). Conditions: temperature 70 celsius. The product is C(C1=CC=CC=C1)OC1=CC=CC=2C(CC(OC21)=CN2CCOCC2)=O (8-Benzyloxy-2-(4-morpholinylmethylene)-4H-1-benzopyran-4-one). Isolated yield 70.0%. Reaction SMILES: [OH:1][C:2]1[C:11]2[O:10][C:9](=[CH:12][N:13]3[CH2:18][CH2:17][O:16][CH2:15][CH2:14]3)[CH2:8][C:7](=[O:19])[C:6]=2[CH:5]=[CH:4][CH:3]=1.C(=O)([O-])[O-].[K+].[K+].[CH2:26](Br)[C:27]1[CH:32]=[CH:31][CH:30]=[CH:29][CH:28]=1>C(#N)C>[CH2:26]([O:1][C:2]1[C:11]2[O:10][C:9](=[CH:12][N:13]3[CH2:14][CH2:15][O:16][CH2:17][CH2:18]3)[CH2:8][C:7](=[O:19])[C:6]=2[CH:5]=[CH:4][CH:3]=1)[C:27]1[CH:32]=[CH:31][CH:30]=[CH:29][CH:28]=1 |f:1.2.3|. Procedure details: 8-Hydroxy-2-(4-morpholinylmethylene)-4H-1-benzopyran-4-one (261 mg, 1 mmole) is suspended in 7 ml acetonitrile in a 25 ml one neck round bottom flask under nitrogen. The suspension is treated successively with potassium carbonate (829 mg, 6 mmole) and benzyl bromide (150ul, 1.3 mmole) and the reaction mixture is warmed to 70° C. for 1 h. The mixture is cooled to room temperature and the acetonitrile is removed in vacuo. The residue is washed with 1×25 ml dichloromethane and the insoluble materia... Reactants: COC1=CC(=C(N)C=C1OC)[N+](=O)[O-] (4,5-dimethoxy-2-nitroaniline), Cl.ClCCN(C)C (2-chloroethyldimethylamine hydrochloride), [H-].[Na+] (sodium hydride). Solvent: [OH-].[Na+] (sodium hydroxide), CN(C=O)C (N,N-dimethylformamide). Run at temperature 60 celsius. Product: COC1=CC(=C(C=C1OC)NCCN(C)C)[N+](=O)[O-] (N-(4,5-dimethoxy-2-nitrophenyl)-N',N'-dimethylethylenediamine). Isolated yield 70.0%. RXN SMILES: [CH3:1][O:2][C:3]1[C:9]([O:10][CH3:11])=[CH:8][C:6]([NH2:7])=[C:5]([N+:12]([O-:14])=[O:13])[CH:4]=1.Cl.Cl[CH2:17][CH2:18][N:19]([CH3:21])[CH3:20].[H-].[Na+]>CN(C)C=O.[OH-].[Na+]>[CH3:1][O:2][C:3]1[C:9]([O:10][CH3:11])=[CH:8][C:6]([NH:7][CH2:17][CH2:18][N:19]([CH3:21])[CH3:20])=[C:5]([N+:12]([O-:14])=[O:13])[CH:4]=1 |f:1.2,3.4,6.7|. Procedure details: To a solution of 4,5-dimethoxy-2-nitroaniline (0.81 g) and 2-chloroethyldimethylamine hydrochloride (0.73 g) in N,N-dimethylformamide (20 ml) was added sodium hydride (0.36 g) in small portions with ice-cooling and the reaction mixture was heated at 60° C. for 2 hours. The reaction mixture was diluted with 1N aqueous sodium hydroxide solution and extracted with ethyl acetate. The organic layer was successively washed with water and saturated aqueous sodium chloride solution and dried over anhydr... The reactants are FC(C(=O)O)(F)F (Trifluoroacetic acid), C(C1=CC=CC=C1)N1C[C@@H](N(CC1)C(=O)OC(C)(C)C)CCCC (4-benzyl-1-tert-butoxycarbonyl-2(S)-n-butylpiperazine), CC1=C(C(=O)O)C=CC=C1C (2,3-dimethylbenzoic acid), C=1C=CC2=C(C1)N=NN2O (HOBT), CCN=C=NCCCN(C)C.Cl (EDC.HCl). Solvent: C(C)N(CC)CC (triethylamine), C(Cl)Cl (methylene chloride), CN(C=O)C (dimethylformamide). Run at temperature 20 celsius, time 2 hour. The product is C(C1=CC=CC=C1)N1C[C@@H](N(CC1)C(C1=C(C(=CC=C1)C)C)=O)CCCC (4-Benzyl-2(S)-n-butyl-1-(2,3-dimethylbenzoyl)piperazine). As a reaction SMILES: FC(F)(F)C(O)=O.[CH2:8]([N:15]1[CH2:20][CH2:19][N:18]([C:21]([O:23]C(C)(C)C)=O)[C@@H:17]([CH2:28][CH2:29][CH2:30][CH3:31])[CH2:16]1)[C:9]1[CH:14]=[CH:13][CH:12]=[CH:11][CH:10]=1.[CH3:32][C:33]1[C:41](C)=[CH:40][CH:39]=[CH:38][C:34]=1[C:35](O)=O.C1C=CC2N(O)N=NC=2C=1.CCN=C=NCCCN(C)C.Cl>C(Cl)Cl.C(N(CC)CC)C.CN(C)C=O>[CH2:8]([N:15]1[CH2:20][CH2:19][N:18]([C:21](=[O:23])[C:41]2[CH:40]=[CH:39][CH:38]=[C:34]([CH3:35])[C:33]=2[CH3:32])[C@@H:17]([CH2:28][CH2:29][CH2:30][CH3:31])[CH2:16]1)[C:9]1[CH:10]=[CH:11][CH:12]=[CH:13][CH:14]=1 |f:4.5|. Procedure details: Trifluoroacetic acid (4.5 mL) was added to a solution of 4-benzyl-1-tert-butoxycarbonyl-2(S)-n-butylpiperazine (0.507 g, 1.52 mmol) in methylene chloride (9 mL), and the reaction stirred for 2 h at 20° C. The volatiles were removed in vacuo and the residue partitioned between ethyl acetate and saturated sodium bicarbonate solution. The organic phase was washed with saturated sodium chloride solution and dried over magnesium sulfate. The crude product was dissolved in dry, degassed dimethylformam...